Dataset: the Open Reaction Database (ORD), a public repository of structured organic reaction records. Task: describe an organic reaction: reactants, conditions, products, and yield The reactants are BrCC(=O)C=1C=C(NC(C)=O)C=CC1 (3'-bromoacetylacetanilide), NC=1SCCN1 (2-amino-2-thiazoline). Solvent: CC(=O)C (acetone), CC(=O)C (acetone). Run at time 1.5 hour. Yields the product Br.N=C1SCCN1CC(=O)C=1C=C(NC(C)=O)C=CC1 (3'-[(2-Imino-3-thiazolidinyl)acetyl]acetanilide hydrobromide). RXN SMILES: [Br:1][CH2:2][C:3]([C:5]1[CH:6]=[C:7]([CH:12]=[CH:13][CH:14]=1)[NH:8][C:9](=[O:11])[CH3:10])=[O:4].[NH2:15][C:16]1[S:17][CH2:18][CH2:19][N:20]=1>CC(C)=O>[BrH:1].[NH:15]=[C:16]1[N:20]([CH2:2][C:3]([C:5]2[CH:6]=[C:7]([CH:12]=[CH:13][CH:14]=2)[NH:8][C:9](=[O:11])[CH3:10])=[O:4])[CH2:19][CH2:18][S:17]1 |f:3.4|. Reported procedure: A solution of 5.12 g. (0.020 mole) of 3'-bromoacetylacetanilide in 70 ml. of acetone is added to a stirred solution of 2.04 g. (0.020 mole) of 2-amino-2-thiazoline in 30 ml. of acetone. The mixture is stirred 1.5 hours and the precipitate then filtered, washed with acetone and dried to give 6.00 g. of white solid, which on recrystallization from water gives the product, melting point 275°-277° C. Anal. Calcd. for C13H16BrN3O2S: C, 43.58; H, 4.50; Br, 22.31; N, 11.73; S, 8.95. Found: C, 43.99; H,... Yields the product Cl.NC(COC1=NOC2=C1C=C(C=C2)Cl)COC(=O)NC(=O)OC (3-(2-amino-3-methoxycarbonylaminocarbonyloxypropoxy)-5-chloro-1,2-benzoisoxazole hydrochloride). Run in CC(C)O (2-propanol), C(Cl)Cl (methylene chloride), C(Cl)Cl (methylene chloride), C(C)(=O)OCC (ethyl acetate), CO (methanol). Procedure details: A solution of 1.00 g of 3-(2-tert-butoxycarbonylamino-3-hydroxypropoxy)-5-chloro-1,2-benzoisoxazole in 5 ml of methylene chloride is added to a solution of 0.31 g of N-(chlorocarbonyl) isocyanate in 10 ml of methylene chloride at -50° to -40° C. To this solution is added 10 ml of methanol at -40° C., and the temperature is elevated to 0° C., at which they are subjected to reaction for 30 minutes. The solvent is removed from the reaction mixture by distillation under reduced pressure, and to the ... RXN SMILES: C(OC([NH:8][CH:9]([CH2:22][OH:23])[CH2:10][O:11][C:12]1[C:16]2[CH:17]=[C:18]([Cl:21])[CH:19]=[CH:20][C:15]=2[O:14][N:13]=1)=O)(C)(C)C.[C:24](=[O:29])=[N:25][C:26](Cl)=[O:27].Cl.[C:31](=O)([O-])[OH:32].[Na+]>C(Cl)Cl.C(OCC)(=O)C.CC(O)C.CO>[ClH:21].[NH2:8][CH:9]([CH2:22][O:23][C:24]([NH:25][C:26]([O:32][CH3:31])=[O:27])=[O:29])[CH2:10][O:11][C:12]1[C:16]2[CH:17]=[C:18]([Cl:21])[CH:19]=[CH:20][C:15]=2[O:14][N:13]=1 |f:3.4,9.10|. The reactants are Cl (hydrogen chloride), C(C)(C)(C)OC(=O)NC(COC1=NOC2=C1C=C(C=C2)Cl)CO (3-(2-tert-butoxycarbonylamino-3-hydroxypropoxy)-5-chloro-1,2-benzoisoxazole), C(=NC(=O)Cl)=O (N-(chlorocarbonyl) isocyanate), C(O)([O-])=O.[Na+] (sodium hydrogencarbonate). Reactants: phosphazene, [N+](=O)([O-])C1=CC=C(C=C1)O (4-nitrophenol), [H-].[Na+] (sodium hydride), O1CCCC1 (tetrahydrofuran), O1CCCC1 (tetrahydrofuran). Yields the product [N+](=O)([O-])C1=C([O-])C=CC=C1.[Na+] (sodium nitrophenoxide), 71.6. The yield is 30.0%. As a reaction SMILES: [N+:1]([C:4]1[CH:9]=[CH:8][C:7](O)=[CH:6][CH:5]=1)([O-:3])=[O:2].[H-].[Na+:12].[O:13]1CCCC1>>[N+:1]([C:4]1[CH:9]=[CH:8][CH:7]=[CH:6][C:5]=1[O-:13])([O-:3])=[O:2].[Na+:12] |f:1.2,4.5|. Procedure: A solution of sodium nitrophenoxide is prepared by slowly adding a solution of 4-nitrophenol (119.6 g, 0.86 moles) in 285 mls tetrahydrofuran to a cooled slurry of sodium hydride (34.4 g of a 60% mineral oil dispersion, 0.86 moles) in 285 mls tetrahydrofuran. This solution is slowly added to the flask containing the phosphazene mixture. The resulting solution is refluxed for sixty-five hours. After this time the reaction mixture is cooled, filtered to remove sodium chloride and washed with hot t... Starting materials: FC=1C=C(N)C=CC1 (3-fluoroaniline), N1=CC=CC=C1 (pyridine), C(C)(C)C(C(=O)OCC)C(=O)OCC (diethyl isopropylmalonate). The product is FC=1C=C(C=CC1)NC(=O)C(C(=O)OCC)C(C)C (ethyl 2-(3-fluorophenylcarbamoyl)-3-methylbutanoate). Reaction SMILES: [F:1][C:2]1[CH:3]=[C:4]([CH:6]=[CH:7][CH:8]=1)[NH2:5].N1C=CC=CC=1.[CH:15]([CH:18]([C:24](OCC)=[O:25])[C:19]([O:21][CH2:22][CH3:23])=[O:20])([CH3:17])[CH3:16]>>[F:1][C:2]1[CH:3]=[C:4]([NH:5][C:24]([CH:18]([CH:15]([CH3:16])[CH3:17])[C:19]([O:21][CH2:22][CH3:23])=[O:20])=[O:25])[CH:6]=[CH:7][CH:8]=1. Reported procedure: Prepared according to procedure A using 3-fluoroaniline (8.70 mL, 90 mmol), pyridine (10.92 mL, 135 mmol) and diethyl isopropylmalonate (20.02 mL, 99 mmol). The crude was purified by column chromatography (Hexanes:EtOAc, 1:0 to 4:1) to give ethyl 2-(3-fluorophenylcarbamoyl)-3-methylbutanoate. The reactants are C([C@@H](O)C)(=O)OC(C)(C)C (tert-butyl L-(+)-lactate), ClC1=CC=C(C=C1)O (4-chlorophenol), C1(=CC=CC=C1)P(C1=CC=CC=C1)C1=CC=CC=C1 (triphenylphosphine), CCOC(=O)/N=N/C(=O)OCC (diethylazodicarboxylate). Run in O1CCCC1 (tetrahydrofuran). Conditions: time 24 hour. The product is ClC1=CC=C(O[C@@H](C(=O)OC(C)(C)C)C)C=C1 (tert-butyl (2R)-(+)-2-(4'-chlorophenoxy)propionate). Reaction SMILES: [C:1]([O:6][C:7]([CH3:10])([CH3:9])[CH3:8])(=[O:5])[C@H:2]([CH3:4])[OH:3].[Cl:11][C:12]1[CH:17]=[CH:16][C:15](O)=[CH:14][CH:13]=1.C1(P(C2C=CC=CC=2)C2C=CC=CC=2)C=CC=CC=1.CCOC(/N=N/C(OCC)=O)=O>O1CCCC1>[Cl:11][C:12]1[CH:17]=[CH:16][C:15]([O:3][C@H:2]([CH3:4])[C:1]([O:6][C:7]([CH3:10])([CH3:9])[CH3:8])=[O:5])=[CH:14][CH:13]=1. Reported procedure: To a stirred solution of known tert-butyl L-(+)-lactate (217 mg), 4-chlorophenol (219 μl) and triphenylphosphine (584 mg) in dry tetrahydrofuran (8 ml) on an ice bath, diethylazodicarboxylate (350 μl) was added dropwise over about 10 minutes. After the addition, the ice bath was removed and the mixture was further stirred at room temperatures for 24 hours. The reaction mixture was evaporated with a rotary evaporator (water bath temperaure 38° C.). The residue thus obtained was purified by silica... The reactants are BrC1=CN=C2N1C=CC(=N2)C(C)C (3-Bromo-7-isopropylimidazo[1,2-a]pyrimidine), CC1(OB(OC1(C)C)C=1C=C(C=CC1)C=1C(=CC=CC1)C#N)C (3′-(4,4,5,5-tetramethyl-[1,3,2]dioxaborolan-2-yl)biphenyl-2-carbonitrile). Product: C(C)(C)C1=NC=2N(C=C1)C(=CN2)C=2C=C(C=CC2)C=2C(=CC=CC2)C#N (3′-(7-isopropylimidazo[1,2-a]pyrimidin-3-yl)biphenyl-2-carbonitrile). As a reaction SMILES: Br[C:2]1[N:6]2[CH:7]=[CH:8][C:9]([CH:11]([CH3:13])[CH3:12])=[N:10][C:5]2=[N:4][CH:3]=1.CC1(C)C(C)(C)OB([C:22]2[CH:23]=[C:24]([C:28]3[C:29]([C:34]#[N:35])=[CH:30][CH:31]=[CH:32][CH:33]=3)[CH:25]=[CH:26][CH:27]=2)O1>>[CH:11]([C:9]1[CH:8]=[CH:7][N:6]2[C:2]([C:26]3[CH:25]=[C:24]([C:28]4[C:29]([C:34]#[N:35])=[CH:30][CH:31]=[CH:32][CH:33]=4)[CH:23]=[CH:22][CH:27]=3)=[CH:3][N:4]=[C:5]2[N:10]=1)([CH3:13])[CH3:12]. Procedure: 3-Bromo-7-isopropylimidazo[1,2-a]pyrimidine was coupled with 3′-(4,4,5,5-tetramethyl-[1,3,2]dioxaborolan-2-yl)biphenyl-2-carbonitrile as described in Example 1 to give 3′-(7-isopropylimidazo[1,2-a]pyrimidin-3-yl)biphenyl-2-carbonitrile as a white powder: Found C, 76.71; H, 5.17; N 16.24. C22H18N4.0.3(H2O) requires C, 76.59; H, 5.43; N, 16.24; δH (400 MHz, CDCl3) 1.38 (6H, d, J 7), 3.16 (1H, septet, J 7), 6.88 (1H, d, J 7), 7.48-7.76 (7H, m), 7.82 (1H, dd, J 8 and 1), 7.85 (1H, s), 8.85 (1H, d, J... Product: CS(=O)(=O)C=1C=C(C=CC1)NC=1C2=C(N=C(N1)C=1C=C(C(=O)O)C=CC1)SC=N2 (3-(7-(3-(methylsulfonyl)phenylamino)thiazolo[5,4-d]pyrimidin-5-yl)benzoic acid). Solvent: O1CCOCC1 (1,4-dioxane), O (H2O). Starting materials: CS(=O)(=O)C=1C=C(C=CC1)NC=1C2=C(N=C(N1)C=1C=C(C(=O)OC)C=CC1)SC=N2 (Methyl 3-(7-(3-(methylsulfonyl)phenylamino)thiazolo[5,4-d]pyrimidin-5-yl)benzoate), [OH-].[Na+] (NaOH), Cl (HCl). RXN SMILES: [CH3:1][S:2]([C:5]1[CH:6]=[C:7]([NH:11][C:12]2[C:13]3[N:30]=[CH:29][S:28][C:14]=3[N:15]=[C:16]([C:18]3[CH:19]=[C:20]([CH:25]=[CH:26][CH:27]=3)[C:21]([O:23]C)=[O:22])[N:17]=2)[CH:8]=[CH:9][CH:10]=1)(=[O:4])=[O:3].[OH-].[Na+].Cl>O1CCOCC1.O>[CH3:1][S:2]([C:5]1[CH:6]=[C:7]([NH:11][C:12]2[C:13]3[N:30]=[CH:29][S:28][C:14]=3[N:15]=[C:16]([C:18]3[CH:19]=[C:20]([CH:25]=[CH:26][CH:27]=3)[C:21]([OH:23])=[O:22])[N:17]=2)[CH:8]=[CH:9][CH:10]=1)(=[O:3])=[O:4] |f:1.2|. Reaction conditions: time 9 minute. Yield: 40.4%. Procedure: Methyl 3-(7-(3-(methylsulfonyl)phenylamino)thiazolo[5,4-d]pyrimidin-5-yl)benzoate (130 mg, 0.29 mmol) and NaOH (130 mg, 3.25 mmol) in 3 mL of 1,4-dioxane and 3 mL of H2O were stirred at room temperature for 3 hours and then treated by conc. HCl until pH=3-4. The solvent was removed under reduce pressure the residue was purified by preparative HPLC (Gemini 5u C18 150×21.2 mm; inject volume: 3 ml/inj, flow rate: 20 ml/min; wavelength: 214 nm and 254 nm; the gradient conditions are: 40% acetonitril...